From a dataset of the Open Reaction Database (ORD), a public repository of structured organic reaction records. describe an organic reaction: reactants, conditions, products, and yield Reactants: S=C1NC2=CC(=CC=C2CN1)C(=O)OC (methyl 2-thioxo-1,2,3,4-tetrahydroquinazoline-7-carboxylate), CI (MeI). The solvent is CCO (EtOH). Product: CSC1=NC2=CC(=CC=C2CN1)C(=O)OC (methyl 2-(methylthio)-3,4-dihydroquinazoline-7-carboxylate). Yield: 84.6%. As a reaction SMILES: [S:1]=[C:2]1[NH:11][CH2:10][C:9]2[C:4](=[CH:5][C:6]([C:12]([O:14][CH3:15])=[O:13])=[CH:7][CH:8]=2)[NH:3]1.[CH3:16]I>CCO>[CH3:16][S:1][C:2]1[NH:11][CH2:10][C:9]2[C:4](=[CH:5][C:6]([C:12]([O:14][CH3:15])=[O:13])=[CH:7][CH:8]=2)[N:3]=1. Reported procedure: To a suspension of methyl 2-thioxo-1,2,3,4-tetrahydroquinazoline-7-carboxylate (110 mg, 0.5 mmol) in anhydrous EtOH (5 mL) was added MeI (0.125 mL, 2 mmol). The reaction mixture was stirred at reflux for 1 hr. After cooling, the solid was isolated by filtration to afford methyl 2-(methylthio)-3,4-dihydroquinazoline-7-carboxylate (100 mg). Reactants: CCOc1cc(C=O)c([N+](=O)[O-])cc1OCc1ccccc1, CC(=O)O, Cl. Yields the product CCOc1cc(C=O)c([N+](=O)[O-])cc1O. As a reaction SMILES: [CH2:1]([c:2]1[cH:3][cH:4][cH:5][cH:6][cH:7]1)[O:8][c:9]1[cH:10][c:11]([N+:20](=[O:21])[O-:22])[c:12]([CH:13]=[O:14])[cH:15][c:16]1[O:17][CH2:18][CH3:19].[CH3:24][C:25](=[O:26])[OH:27].[ClH:23]>>[OH:8][c:9]1[cH:10][c:11]([N+:20](=[O:21])[O-:22])[c:12]([CH:13]=[O:14])[cH:15][c:16]1[O:17][CH2:18][CH3:19].